From a dataset of the Open Reaction Database (ORD), a public repository of structured organic reaction records. describe an organic reaction: reactants, conditions, products, and yield Reactants: S1C=NC2=C1C=C(C=C2)C(=O)OCC (Ethyl benzothiazole-6-carboxylate), [H-].C(C(C)C)[Al+]CC(C)C (diisobutylaluminum hydride), C(C)(=O)OCC (Ethyl acetate), C(C)(=O)OCC (ethyl acetate), C([O-])(O)=O.[Na+] (sodium bicarbonate). The solvent is CCCCCC (hexane), O (water), ClCCl (dichloromethane). Conditions: time 1 hour. Yields the product S1C=NC2=C1C=C(C=C2)CO (Benzothiazol-6-ylmethanol). The yield is 36.9%. As a reaction SMILES: [S:1]1[C:5]2[CH:6]=[C:7]([C:10](OCC)=[O:11])[CH:8]=[CH:9][C:4]=2[N:3]=[CH:2]1.[H-].C([Al+]CC(C)C)C(C)C.C(OCC)(=O)C.C(=O)(O)[O-].[Na+]>ClCCl.CCCCCC.O>[S:1]1[C:5]2[CH:6]=[C:7]([CH2:10][OH:11])[CH:8]=[CH:9][C:4]=2[N:3]=[CH:2]1 |f:1.2,4.5|. Reported procedure: Ethyl benzothiazole-6-carboxylate (2.10 g, 10.0 mmol) prepared in the Step 36-1-2 was dissolved in dichloromethane (80 ml), and under an ice cooling, a solution (1.5 mol/L) (20 ml, 30.0 mmol) of diisobutylaluminum hydride in hexane was slowly added thereto. The mixture was stirred at a room temperature for one hour, and then ethyl acetate (10 ml) and a saturated sodium bicarbonate solution were added to the mixture. Ethyl acetate and water were added thereto, the resulting mixture was subjected ...